Dataset: the Open Reaction Database (ORD), a public repository of structured organic reaction records. Task: describe an organic reaction: reactants, conditions, products, and yield Reactants: [BH4-].[Na+] (Sodium borohydride), C(C1=CC=CC=C1)N1CC(C(CC1)=O)C(F)(F)F (1-benzyl-3-trifluoromethylpiperidin-4-one). RXN SMILES: [BH4-].[Na+].[CH2:3]([N:10]1[CH2:15][CH2:14][C:13](=[O:16])[CH:12]([C:17]([F:20])([F:19])[F:18])[CH2:11]1)[C:4]1[CH:9]=[CH:8][CH:7]=[CH:6][CH:5]=1>CO>[CH2:3]([N:10]1[CH2:15][CH2:14][CH:13]([OH:16])[CH:12]([C:17]([F:20])([F:18])[F:19])[CH2:11]1)[C:4]1[CH:5]=[CH:6][CH:7]=[CH:8][CH:9]=1 |f:0.1|. Solvent: CO (methanol). Run at time 2 hour. Reported procedure: Sodium borohydride (0.6 g, 16.0 mmole) was added to the stirred solution of 1-benzyl-3-trifluoromethylpiperidin-4-one (2.1 g, 8.2 mmole) in methanol (25 ml) at 0-5° C. over a period of 5 min, and stirring was continued for 2 hr at ambient temperature. The reaction mixture was concentrated to dryness, triturated with water (20 ml) and extracted with chloroform. The chloroform extract was dried over sodium sulphate and concentrated to dryness to furnish 1-benzyl-4-hydroxy-3-trifluoromethylpiperidi... Product: C(C1=CC=CC=C1)N1CC(C(CC1)O)C(F)(F)F (1-benzyl-4-hydroxy-3-trifluoromethylpiperidine).